From a dataset of the Open Reaction Database (ORD), a public repository of structured organic reaction records. describe an organic reaction: reactants, conditions, products, and yield The reactants are [Cl-].O[NH3+] (hydroxylammonium chloride), C(O)([O-])=O.[Na+] (sodium hydrogen carbonate), CS(=O)C (dimethyl sulfoxide), C(C)SC=1N(C(C(=C(N1)C)C1=CC=CC=C1)=O)CC1=CC=C(C=C1)C=1C(=CC=CC1)C#N (4′-{[2-(ethylthio)-4-methyl-6-oxo-5-phenylpyrimidin-1(6H)-yl]methyl}biphenyl-2-carbonitrile). The solvent is O (water). Reaction conditions: temperature 40 celsius, time 30 minute. Product: C(C)SC1=NC(=C(C(N1CC1=CC=C(C=C1)C1=C(C=CC=C1)C1=NOC(N1)=O)=O)C1=CC=CC=C1)C (2-(ethylthio)-6-methyl-3-{[2′-(5-oxo-4,5-dihydro-1,2,4-oxadiazol-3-yl)biphenyl-4-yl]methyl}-5-phenylpyrimidin-4(3H)-one). Isolated yield 48.5%. Reaction SMILES: [Cl-].O[NH3+:3].[C:4](=[O:7])([O-])[OH:5].[Na+].CS(C)=O.[CH2:13]([S:15][C:16]1[N:17]([CH2:30][C:31]2[CH:36]=[CH:35][C:34]([C:37]3[C:38]([C:43]#[N:44])=[CH:39][CH:40]=[CH:41][CH:42]=3)=[CH:33][CH:32]=2)[C:18](=[O:29])[C:19]([C:23]2[CH:28]=[CH:27][CH:26]=[CH:25][CH:24]=2)=[C:20]([CH3:22])[N:21]=1)[CH3:14]>O>[CH2:13]([S:15][C:16]1[N:17]([CH2:30][C:31]2[CH:32]=[CH:33][C:34]([C:37]3[CH:42]=[CH:41][CH:40]=[CH:39][C:38]=3[C:43]3[NH:3][C:4](=[O:7])[O:5][N:44]=3)=[CH:35][CH:36]=2)[C:18](=[O:29])[C:19]([C:23]2[CH:24]=[CH:25][CH:26]=[CH:27][CH:28]=2)=[C:20]([CH3:22])[N:21]=1)[CH3:14] |f:0.1,2.3|. Reported procedure: A mixture of hydroxylammonium chloride (0.27 g), sodium hydrogen carbonate (0.38 g) and dimethyl sulfoxide (5 mL) was stirred at 40° C. for 30 min, 4′-{[2-(ethylthio)-4-methyl-6-oxo-5-phenylpyrimidin-1(6H)-yl]methyl}biphenyl-2-carbonitrile (0.20 g) was added, and the mixture was stirred at 90° C. for 5 hr. The mixture was allowed to cool to room temperature, water was added to the reaction mixture, and the precipitate was collected by filtration. The obtained solid was dissolved in ethyl acetate... Starting materials: COC(C1=CC(=CC(=C1)N1C(CCC1)=O)Br)=O (3-bromo-5-(2-oxo-pyrrolidin-1-yl)-benzoic acid methyl ester), C1=CCCCC1 (cyclohexene), COC(C1=CC(=CC(=C1)N1C(CCC1)=O)C1CC=CCC1)=O (3-cyclohex-3-enyl-5-(2-oxo-pyrrolidin-1-yl)-benzoic acid methyl ester), COC(C1=CC(=CC(=C1)N1C(CCC1)=O)C1=CCCCC1)=O (3-cyclohex-1-enyl-5-(2-oxo-pyrrolidin-1-yl)-benzoic acid methyl ester). Yields the product COC(C1=CC(=CC(=C1)N1C(CCC1)=O)C1C=CCCC1)=O (3-cyclohex-2-enyl-5-(2-oxo-pyrrolidin-1-yl)-benzoic acid methyl ester). Isolated yield 30.0%. Reaction SMILES: COC(=O)C1C=C(N2CCCC2=O)C=C(Br)C=1.C1CCCCC=1.[CH3:24][O:25][C:26](=[O:45])[C:27]1[CH:32]=[C:31]([N:33]2[CH2:37][CH2:36][CH2:35][C:34]2=[O:38])[CH:30]=[C:29]([CH:39]2[CH2:44][CH2:43][CH:42]=[CH:41][CH2:40]2)[CH:28]=1.COC(=O)C1C=C(N2CCCC2=O)C=C(C2CCCCC=2)C=1>>[CH3:24][O:25][C:26](=[O:45])[C:27]1[CH:32]=[C:31]([N:33]2[CH2:37][CH2:36][CH2:35][C:34]2=[O:38])[CH:30]=[C:29]([CH:39]2[CH2:44][CH2:43][CH2:42][CH:41]=[CH:40]2)[CH:28]=1. Reported procedure: Description 74 was prepared in an analogous manner to that described for Description 73 from 686 mg (mmol) of 3-bromo-5-(2-oxo-pyrrolidin-1-yl)-benzoic acid methyl ester (D9a) and cyclohexene which yielded 207 mg (30%) of 3-cyclohex-2-enyl-5-(2-oxo-pyrrolidin-1-yl)-benzoic acid methyl ester, 3-cyclohex-3-enyl-5-(2-oxo-pyrrolidin-1-yl)-benzoic acid methyl ester and 3-cyclohex-1-enyl-5-(2-oxo-pyrrolidin-1-yl)-benzoic acid methyl ester (D74) after purification by flash chromatography on silica gel ... Reaction SMILES: [C:1]1([CH2:7][O:8][C@H:9]2[C@H:15]([O:16][CH2:17][C:18]3[CH:23]=[CH:22][CH:21]=[CH:20][CH:19]=3)[C@@H:14]([CH2:24]OCC3C=CC=CC=3)[O:13][C@@H:10]2[CH:11]=[O:12])[CH:6]=[CH:5][CH:4]=[CH:3][CH:2]=1.[Li]N(C(C)C)C(C)C.[F:41][CH:42]([P:44](=[O:51])([O:48][CH2:49][CH3:50])[O:45][CH2:46][CH3:47])[F:43].C1N=CN(C(N2C=NC=C2)=S)C=1.C(OP(OCC)(C(F)(F)[C@@H]([C@H]1O[C@H](COCC2C=CC=CC=2)[C@@H](OCC2C=CC=CC=2)[C@@H]1O[CH2:75][C:76]1[CH:81]=[CH:80][CH:79]=[CH:78][CH:77]=1)O)=O)C.C(OP(OCC)(C(F)(F)[C@@H](O)[C@H]1O[C@H](COCC2C=CC=CC=2)[C@@H](OCC2C=CC=CC=2)[C@@H]1OCC1C=CC=CC=1)=O)C.N(C(C)(C)C#N)=NC(C)(C)C#N>O1CCCC1.C1(C)C=CC=CC=1>[CH2:49]([O:48][P:44]([O:45][CH2:46][CH3:47])([C:42]([F:43])([F:41])[CH2:24][C@H:14]1[O:13][C@H:10]([CH2:11][O:12][CH2:75][C:76]2[CH:81]=[CH:80][CH:79]=[CH:78][CH:77]=2)[C@@H:9]([O:8][CH2:7][C:1]2[CH:6]=[CH:5][CH:4]=[CH:3][CH:2]=2)[C@@H:15]1[O:16][CH2:17][C:18]1[CH:19]=[CH:20][CH:21]=[CH:22][CH:23]=1)=[O:51])[CH3:50]. Solvent: C1(=CC=CC=C1)C (toluene), O1CCCC1 (tetrahydrofuran), O1CCCC1 (tetrahydrofuran). Procedure details: In accordance with Flowchart A, 2,5-anhydro-D-mannose 1 is treated with acetyl chloride in anhydrous methanol at reflux, followed by neutralization with lead carbonate, giving 2,5-anhydro-D-mannose, dimethyl acetal 2, which is treated with sodium hydride in dimethylformamide, followed by reaction with benzyl bromide, giving 2,5-anhydro-3,4,6-tris-O-(phenylmethyl)--D-mannose, dimethyl acetal 3, which is treated with tetrafluoroboric acid in acetonitrile, giving 2,5-anhydro-3,4,6-tris-O-(phenylmet... Reactants: mixture 6, n-tributyl stannous hydride, N(=NC(C#N)(C)C)C(C#N)(C)C (2,2'-azobisisobutyronitrile), C1(=CC=CC=C1)CO[C@@H]1[C@@H](C=O)O[C@@H]([C@H]1OCC1=CC=CC=C1)COCC1=CC=CC=C1 (2,5-anhydro-3,4,6-tris-O-(phenylmethyl)-D-mannose), [Li]N(C(C)C)C(C)C (lithiodiisopropylamine), FC(F)P(OCC)(OCC)=O ((difluoromethyl) phosphonic acid, diethyl ester), 3,6-anhydro-1-deoxy-(diethoxyphosphinyl)-1,1-difluoro-4,5,7-tris-O-(phenylmehyl)-D-olvcero-D-galacto-heptitol, 2,5-anhydro-7-deoxy-7-(diethoxyphsophinyl)-7,7-difluoro-1,3,4-tris-O-(phenylmethyl)-D-glycero-Dmanno-heptitol, mixture 5, C1=CN(C=N1)C(=S)N2C=CN=C2 (N,N'-thiocarbonyldiimidazole), C(C)OP(=O)(C([C@H](O)[C@@H]1[C@@H](OCC2=CC=CC=C2)[C@H](OCC2=CC=CC=C2)[C@H](O1)COCC1=CC=CC=C1)(F)F)OCC (3,6-anhydro-1-deoxy-1-(diethoxyphosphinyl)-1,1-difluoro-4,5,7-tris-O-(phenylmethyl)-D-glycero-D-galacto-heptitol), 0-1H-imidazole-1-carbothioate, C(C)OP(=O)(C([C@H]([C@@H]1[C@H]([C@@H]([C@@H](COCC2=CC=CC=C2)O1)OCC1=CC=CC=C1)OCC1=CC=CC=C1)O)(F)F)OCC (2,5-anhydro-7-deoxy-7-(diethoxyphosphinyl)-7,7-difluoro-1,3,4-tris-O-(phenylmethyl)-D-glycero-D-manno-heptitol), 0-1H-imidazole-1-carbothioate. Product: C(C)OP(=O)(C(C[C@@H]1[C@@H](OCC2=CC=CC=C2)[C@H](OCC2=CC=CC=C2)[C@H](O1)COCC1=CC=CC=C1)(F)F)OCC (3,6-anhydro-1,2-dideoxy-1-(diethoxyphosphinyl)-1,1-difluoro-4,5,7-tris-O-(phenylmethyl)-D-manno-heptitol).